From a dataset of the Open Reaction Database (ORD), a public repository of structured organic reaction records. describe an organic reaction: reactants, conditions, products, and yield Reaction conditions: temperature 60 celsius. Yields the product CC1=C(C(=C2C(=N1)SC=C2C2=CC=CC=C2)C2=CC=C(C=C2)C)C(C(=O)O)CCC (2-(6-methyl-3-phenyl-4-p-tolylthieno[2,3-b]pyridin-5-yl)pentanoic acid). The reactants are CC1=C(C(=C2C(=N1)SC=C2C2=CC=CC=C2)C2=CC=C(C=C2)C)C(C(=O)OC)CCC (methyl 2-(6-methyl-3-phenyl-4-p-tolylthieno[2,3-b]pyridin-5-yl)pentanoate), [OH-].[Na+] (sodium hydroxide). As a reaction SMILES: [CH3:1][C:2]1[N:7]=[C:6]2[S:8][CH:9]=[C:10]([C:11]3[CH:16]=[CH:15][CH:14]=[CH:13][CH:12]=3)[C:5]2=[C:4]([C:17]2[CH:22]=[CH:21][C:20]([CH3:23])=[CH:19][CH:18]=2)[C:3]=1[CH:24]([CH2:29][CH2:30][CH3:31])[C:25]([O:27]C)=[O:26].[OH-].[Na+]>CO>[CH3:1][C:2]1[N:7]=[C:6]2[S:8][CH:9]=[C:10]([C:11]3[CH:12]=[CH:13][CH:14]=[CH:15][CH:16]=3)[C:5]2=[C:4]([C:17]2[CH:22]=[CH:21][C:20]([CH3:23])=[CH:19][CH:18]=2)[C:3]=1[CH:24]([CH2:29][CH2:30][CH3:31])[C:25]([OH:27])=[O:26] |f:1.2|. Procedure details: To a solution of methyl 2-(6-methyl-3-phenyl-4-p-tolylthieno[2,3-b]pyridin-5-yl)pentanoate (0.27 g; 0638 mmol) in methanol (6.3 mL) was added a solution of sodium hydroxide 5 N (1.3 mL) and the mixture was heated at 60° C. for 18 h. After cooling, the reaction mixture was concentrated under reduced pressure. The residue was dissolved in ethyl acetate and the mixture was acidified with HCl (1N) until pH 1. The organic layer was washed with brine, water, dried over magnesium sulphate and concentra... Isolated yield 19.9%. Solvent: CO (methanol). Starting materials: CC(=O)O[BH-](OC(C)=O)OC(C)=O, O=C([O-])O, CC(=O)[O-], ClCCl, COC(=O)CCN, [Na+], [Na+], [Na+], [Na+], O=C1CCCC1, [OH-]. The product is COC(=O)CCNC1CCCC1. Reaction SMILES: [C:19]([O:20][BH-:21]([O:22][C:23](=[O:24])[CH3:25])[O:26][C:27](=[O:28])[CH3:29])(=[O:30])[CH3:31].[C:33](=[O:34])([OH:35])[O-:36].[CH3:15][C:16](=[O:17])[O-:18].[Cl:40][CH2:41][Cl:42].[NH2:1][CH2:2][CH2:3][C:4](=[O:5])[O:6][CH3:7].[Na+:14].[Na+:32].[Na+:37].[Na+:39].[O:8]=[C:9]1[CH2:10][CH2:11][CH2:12][CH2:13]1.[OH-:38]>>[NH:1]([CH2:2][CH2:3][C:4](=[O:5])[O:6][CH3:7])[CH:9]1[CH2:10][CH2:11][CH2:12][CH2:13]1. Starting materials: COC(CC1=CC(=CC=C1)C#N)=O ((3-cyano-phenyl)-acetic acid methyl ester), O1CCOCC1 (dioxane), Cl (HCl), [H][H] (hydrogen). Reagents/catalysts: [Pd] (palladium on carbon). The solvent is CO (MeOH). The product is Cl.COC(CC1=CC(=CC=C1)CN)=O ((3-Aminomethyl-phenyl)-acetic acid methyl ester hydrochloride). As a reaction SMILES: [CH3:1][O:2][C:3](=[O:13])[CH2:4][C:5]1[CH:10]=[CH:9][CH:8]=[C:7]([C:11]#[N:12])[CH:6]=1.O1CCOCC1.[H][H].[ClH:22]>CO.[Pd]>[ClH:22].[CH3:1][O:2][C:3](=[O:13])[CH2:4][C:5]1[CH:10]=[CH:9][CH:8]=[C:7]([CH2:11][NH2:12])[CH:6]=1 |f:6.7|. Reported procedure: To a solution of (3-cyano-phenyl)-acetic acid methyl ester (18.06 g, 103 mmol) in MeOH (150 mL) and 4M HCl in dioxane (30.0 mL, 120 mmol) was added 10% palladium on carbon (2 g). The mixture was placed on a Parr shaker and was hydrogenated at 50 psi hydrogen for 24 h. The catalyst was removed via filtration through Celite® and the organic solution was concentrated in vacuo. The resulting solid was stirred in EtOAc and filtered to provide the title compound as a white solid (20.42 g). 1H NMR (400... Reactants: COc1ccc2[nH]cc(CC(=O)O)c2c1, O=S(=O)(Cl)Cl, c1ccccc1. Yields the product COc1ccc2c(c1)c(CC(=O)O)cn2S(=O)(=O)c1ccccc1. As a reaction SMILES: [CH3:1][O:2][c:3]1[cH:4][c:5]2[c:6]([CH2:12][C:13](=[O:14])[OH:15])[cH:7][nH:8][c:9]2[cH:10][cH:11]1.[S:16](=[O:17])(=[O:18])([Cl:19])[Cl:20].[cH:21]1[cH:22][cH:23][cH:24][cH:25][cH:26]1>>[CH3:1][O:2][c:3]1[cH:4][c:5]2[c:6]([CH2:12][C:13](=[O:14])[OH:15])[cH:7][n:8]([S:16](=[O:17])(=[O:18])[c:21]3[cH:22][cH:23][cH:24][cH:25][cH:26]3)[c:9]2[cH:10][cH:11]1. Starting materials: O=C1CCC(=O)N1Br, O=C(OOC(=O)c1ccccc1)c1ccccc1, ClC(Cl)(Cl)Cl, COC(=O)c1ccc(C)c([N+](=O)[O-])c1. Yields the product COC(=O)c1ccc(CBr)c([N+](=O)[O-])c1. Reaction SMILES: [Br:33][N:34]1[C:35](=[O:36])[CH2:37][CH2:38][C:39]1=[O:40].[C:15]([O:16][O:17][C:18](=[O:19])[c:20]1[cH:21][cH:22][cH:23][cH:24][cH:25]1)(=[O:26])[c:27]1[cH:28][cH:29][cH:30][cH:31][cH:32]1.[C:41]([Cl:42])([Cl:43])([Cl:44])[Cl:45].[CH3:1][c:2]1[c:3]([N+:12](=[O:13])[O-:14])[cH:4][c:5]([C:6](=[O:7])[O:8][CH3:9])[cH:10][cH:11]1>>[CH2:1]([c:2]1[c:3]([N+:12](=[O:13])[O-:14])[cH:4][c:5]([C:6](=[O:7])[O:8][CH3:9])[cH:10][cH:11]1)[Br:33]. Reactants: Cc1nc(-c2ccc(OCCN(Cc3ccccc3)C(=O)[O-])cc2)co1, C1=CCC=CC1. Yields the product Cc1nc(-c2ccc(OCCN)cc2)co1. RXN SMILES: [CH2:1]([c:5]1[cH:6][cH:7][cH:9][cH:10][cH:11]1)[N:8]([C:2](=[O:3])[O-:4])[CH2:12][CH2:13][O:14][c:15]1[cH:16][cH:17][c:18](-[c:21]2[n:22][c:23]([CH3:26])[o:24][cH:25]2)[cH:19][cH:20]1.[CH:27]1=[CH:32][CH2:31][CH:30]=[CH:29][CH2:28]1>>[NH2:8][CH2:12][CH2:13][O:14][c:15]1[cH:16][cH:17][c:18](-[c:21]2[n:22][c:23]([CH3:26])[o:24][cH:25]2)[cH:19][cH:20]1. The reactants are CS(=O)(=O)C1=C(C=CC=C1)C1=CC=C(C=C1)N1C(C2=C(CC1)C(=NN2C2=C(C(=O)Cl)C=C(C=C2)OC)C(F)(F)F)=O (2-[6-(2′-Methanesulfonyl-biphenyl-4-yl)-7-oxo-3-trifluoromethyl-4,5,6,7-tetrahydro-pyrazolo[3,4-c]pyridin-1-yl]-5-methoxy-benzoyl chloride), N (ammonia). Solvent: ClCCl (dichloromethane). Yields the product CS(=O)(=O)C1=C(C=CC=C1)C1=CC=C(C=C1)N1C(C2=C(CC1)C(=NN2C2=C(C(=O)N)C=C(C=C2)OC)C(F)(F)F)=O (2-[6-(2′-methanesulfonyl-biphenyl-4-yl)-7-oxo-3-trifluoromethyl-4,5,6,7-tetrahydro-pyrazolo[3,4-c]pyridin-1-yl]-5-methoxy-benzamide). RXN SMILES: [CH3:1][S:2]([C:5]1[CH:10]=[CH:9][CH:8]=[CH:7][C:6]=1[C:11]1[CH:16]=[CH:15][C:14]([N:17]2[CH2:22][CH2:21][C:20]3[C:23]([C:37]([F:40])([F:39])[F:38])=[N:24][N:25]([C:26]4[CH:34]=[CH:33][C:32]([O:35][CH3:36])=[CH:31][C:27]=4[C:28](Cl)=[O:29])[C:19]=3[C:18]2=[O:41])=[CH:13][CH:12]=1)(=[O:4])=[O:3].[NH3:42]>ClCCl>[CH3:1][S:2]([C:5]1[CH:10]=[CH:9][CH:8]=[CH:7][C:6]=1[C:11]1[CH:16]=[CH:15][C:14]([N:17]2[CH2:22][CH2:21][C:20]3[C:23]([C:37]([F:40])([F:39])[F:38])=[N:24][N:25]([C:26]4[CH:34]=[CH:33][C:32]([O:35][CH3:36])=[CH:31][C:27]=4[C:28]([NH2:42])=[O:29])[C:19]=3[C:18]2=[O:41])=[CH:13][CH:12]=1)(=[O:4])=[O:3]. Procedure: Part C: 2-[6-(2′-Methanesulfonyl-biphenyl-4-yl)-7-oxo-3-trifluoromethyl-4,5,6,7-tetrahydro-pyrazolo[3,4-c]pyridin-1-yl]-5-methoxy-benzoyl chloride (0.10 mmol) was dissolved in dry dichloromethane (1 mL) under a nitrogen atmosphere, and a stream of ammonia gas was introduced for 30 sec. The solvent was evaporated, and the residue was purified by reverse phase HPLC to give the title compound as a colorless solid. MS (ES+) 607.1 (M+Na)+(100%); 1H NMR (DMSO-d6) δ 8.08 (d, 1H, J=6.6 Hz), 7.79-7.34 (m...